From a dataset of the Open Reaction Database (ORD), a public repository of structured organic reaction records. describe an organic reaction: reactants, conditions, products, and yield Reaction SMILES: [CH3:25][C:26](=[O:27])[CH3:28].[I:23][CH3:24].[K+:22].[OH-:21].[OH2:29].[OH:1][N:2]=[C:3]1[CH2:4][c:5]2[c:6]([cH:17][cH:18][cH:19][cH:20]2)[N:7]([C:14](=[O:15])[NH2:16])[c:8]2[c:9]1[cH:10][cH:11][cH:12][cH:13]2>>[O:1]([N:2]=[C:3]1[CH2:4][c:5]2[c:6]([cH:17][cH:18][cH:19][cH:20]2)[N:7]([C:14](=[O:15])[NH2:16])[c:8]2[c:9]1[cH:10][cH:11][cH:12][cH:13]2)[CH3:24]. The reactants are CC(C)=O, CI, [K+], [OH-], O, NC(=O)N1c2ccccc2CC(=NO)c2ccccc21. Yields the product CON=C1Cc2ccccc2N(C(N)=O)c2ccccc21.